This data is from the Open Reaction Database (ORD), a public repository of structured organic reaction records. The task is: describe an organic reaction: reactants, conditions, products, and yield The reactants are BrC1=CC=C(C=C1)CC(C)N (1-(4-bromophenyl)propan-2-amine), N1=CC=CC=C1 (pyridine), ClC(=O)OC (methyl chloroformate). Solvent: C(Cl)Cl (methylene chloride). Run at time 8 hour. Product: BrC1=CC=C(C=C1)CC(C)NC(OC)=O (methyl [2-(4-bromophenyl)-1-methylethyl]carbamate). Reaction SMILES: [Br:1][C:2]1[CH:7]=[CH:6][C:5]([CH2:8][CH:9]([NH2:11])[CH3:10])=[CH:4][CH:3]=1.N1C=CC=CC=1.Cl[C:19]([O:21][CH3:22])=[O:20]>C(Cl)Cl>[Br:1][C:2]1[CH:3]=[CH:4][C:5]([CH2:8][CH:9]([NH:11][C:19](=[O:20])[O:21][CH3:22])[CH3:10])=[CH:6][CH:7]=1. Procedure details: To a solution of 1-(4-bromophenyl)propan-2-amine (0.5 g, 2 mmol) in methylene chloride (5 mL) was added pyridine (380 uL, 4.7 mmol) and methyl chloroformate (270 uL, 3.5 mmol, Aldrich, Cat. No. M35304). The reaction mixture was stirred at r.t. overnight, and concentrated under reduced pressure. The residue was dissolved in EtOAc, and washed with NaHCO3 aqueous solution, 1N HCl aqueous solution and brine. The organic layer was dried with MgSO4, filtered, and concentrated under reduced pressure. T... Procedure: A suspension of 2-bromoaniline (20.9 g) and 5-(methoxymethylene)-2,2-dimethyl-1,3-dioxane-4,6-dione (22.6 g) in 2-propanol (240 ml) was heated to reflux for 1 hour. The reaction solution was cooled to 0° C., and the deposit was then filtrated to obtain a pale yellow solid (35.0 g). A suspension of the obtained pale yellow solid (10.0 g) in Dowtherm (100 ml) was heated at 210° C. for 1 hour. After cooling, hexane (100 ml) was added to the reaction solution, and the deposit was filtrated to obtain... Reactants: P(=O)(Cl)(Cl)Cl (Phosphorus oxychloride), BrC=1C=CC=C2C(C=CNC12)=O (8-bromoquinolin-4(1H)-one). Reaction SMILES: P(Cl)(Cl)([Cl:3])=O.[Br:6][C:7]1[CH:8]=[CH:9][CH:10]=[C:11]2[C:16]=1[NH:15][CH:14]=[CH:13][C:12]2=O>>[Br:6][C:7]1[CH:8]=[CH:9][CH:10]=[C:11]2[C:16]=1[N:15]=[CH:14][CH:13]=[C:12]2[Cl:3]. The product is BrC=1C=CC=C2C(=CC=NC12)Cl (8-bromo-4-chloroquinoline). Reactants: ClCCl, O=C(O)C(F)(F)F, Cc1ccc2nc(-c3nc(C4=CCN(C(=O)OC(C)(C)C)CC4)cnc3N)[nH]c2c1. The product is Cc1ccc2nc(-c3nc(C4=CCNCC4)cnc3N)[nH]c2c1. RXN SMILES: [Cl:38][CH2:39][Cl:40].[F:31][C:32]([F:33])([F:34])[C:35]([OH:36])=[O:37].[NH2:1][c:2]1[n:3][cH:4][c:5]([C:18]2=[CH:23][CH2:22][N:21]([C:24]([O:25][C:26]([CH3:27])([CH3:28])[CH3:29])=[O:30])[CH2:20][CH2:19]2)[n:6][c:7]1-[c:8]1[n:9][c:10]2[c:11]([nH:12]1)[cH:13][c:14]([CH3:17])[cH:15][cH:16]2>>[NH2:1][c:2]1[n:3][cH:4][c:5]([C:18]2=[CH:23][CH2:22][NH:21][CH2:20][CH2:19]2)[n:6][c:7]1-[c:8]1[n:9][c:10]2[c:11]([nH:12]1)[cH:13][c:14]([CH3:17])[cH:15][cH:16]2. Starting materials: [Li+].[BH4-] (LiBH4), BrC1=CN=C(S1)NC(CC(=O)OCC)=O (ethyl 3-[(5-bromo-1,3-thiazol-2-yl)amino]-3-oxopropanoate), C(C)O (ethanol). The solvent is CCOCC (Et2O). Product: BrC1=CN=C(S1)NC(CCO)=O (N-(5-Bromo-thiazol-2-yl)-3-hydroxypropionamide). The yield is 58.4%. Reaction SMILES: [Li+].[BH4-].[Br:3][C:4]1[S:8][C:7]([NH:9][C:10](=[O:17])[CH2:11][C:12](OCC)=[O:13])=[N:6][CH:5]=1.C(O)C>CCOCC>[Br:3][C:4]1[S:8][C:7]([NH:9][C:10](=[O:17])[CH2:11][CH2:12][OH:13])=[N:6][CH:5]=1 |f:0.1|. Procedure details: A mixture of LiBH4 (44 mg, 2.02 mmol), ethyl 3-[(5-bromo-1,3-thiazol-2-yl)amino]-3-oxopropanoate (340 mg, 1.16 mmol), ethanol (0.082 ml, 2.02 mmol), and Et2O (50 ml) was refluxed for 20 min. The reaction was quenched with 1 N hydrochloric acid with ice-cooling. The mixture was then diluted with water and extracted with dichloromethane. The extract was dried and the solvent was evaporated under reduced pressure. Purification by silica gel chromatography (dichloromethane/methanol=98:2 and then 95:... Reactants: CC1=C(C#N)C(c2ccc(C#N)cc2)n2nc(N(CC3CC3)C(=O)OCc3ccccc3)nc2N1c1cccc(C(F)(F)F)c1, CO. The product is CC1=C(C#N)C(c2ccc(C#N)cc2)n2nc(NCC3CC3)nc2N1c1cccc(C(F)(F)F)c1. As a reaction SMILES: [CH2:1]([O:2][C:3](=[O:4])[N:10]([CH2:11][CH:12]1[CH2:13][CH2:14]1)[c:15]1[n:16][n:17]2[c:18]([n:44]1)[N:19]([c:34]1[cH:35][c:36]([C:40]([F:41])([F:42])[F:43])[cH:37][cH:38][cH:39]1)[C:20]([CH3:33])=[C:21]([C:31]#[N:32])[CH:22]2[c:23]1[cH:24][cH:25][c:26]([C:29]#[N:30])[cH:27][cH:28]1)[c:5]1[cH:6][cH:7][cH:8][cH:9][cH:45]1.[CH3:46][OH:47]>>[NH:10]([CH2:11][CH:12]1[CH2:13][CH2:14]1)[c:15]1[n:16][n:17]2[c:18]([n:44]1)[N:19]([c:34]1[cH:35][c:36]([C:40]([F:41])([F:42])[F:43])[cH:37][cH:38][cH:39]1)[C:20]([CH3:33])=[C:21]([C:31]#[N:32])[CH:22]2[c:23]1[cH:24][cH:25][c:26]([C:29]#[N:30])[cH:27][cH:28]1. The reactants are C(C)(C)(C)OC(=O)N1CCC(CC1)CN1C=NC=C1CC1=CC=C(C=C1)C#N (1-(N-t-Butoxycarbonyl-piperidin-4-ylmethyl)-5-(4-cyanobenzyl)imidazole), Cl (HCl). The solvent is CCOC(=O)C (EtOAc). The product is Cl.Cl.N1CCC(CC1)CN1C=NC=C1CC1=CC=C(C=C1)C#N (1-(Piperidin-4-ylmethyl)-5-(4-cyanobenzyl)imidazole bis hydrochloride). RXN SMILES: C(OC([N:8]1[CH2:13][CH2:12][CH:11]([CH2:14][N:15]2[C:19]([CH2:20][C:21]3[CH:26]=[CH:25][C:24]([C:27]#[N:28])=[CH:23][CH:22]=3)=[CH:18][N:17]=[CH:16]2)[CH2:10][CH2:9]1)=O)(C)(C)C.[ClH:29]>CCOC(C)=O>[ClH:29].[ClH:29].[NH:8]1[CH2:13][CH2:12][CH:11]([CH2:14][N:15]2[C:19]([CH2:20][C:21]3[CH:22]=[CH:23][C:24]([C:27]#[N:28])=[CH:25][CH:26]=3)=[CH:18][N:17]=[CH:16]2)[CH2:10][CH2:9]1 |f:3.4.5|. Procedure details: Into a solution of the product from step C (0.843 g, 2.21 mmol) in EtOAc (200 mL) at 0° C. was bubbled HCl gas. After 10 minutes the solvent was evaporated in vacuo to afford the title compound as a foam. The reactants are C(CCCCCCC\C=C/CCCCCCCC)(=O)OC (methyl oleate), CC=CCCCCC (2-octene). Conditions: time 17 hour. Product: C(CCCCCCCC=CC)(=O)OC (methyl 9-undecenoate), C(CCCCCCCC=CCCCCC)(=O)OC (methyl 9-pentadecenoate). As a reaction SMILES: [C:1]([O:20][CH3:21])(=[O:19])[CH2:2][CH2:3][CH2:4][CH2:5][CH2:6][CH2:7][CH2:8]/[CH:9]=[CH:10]\[CH2:11][CH2:12][CH2:13][CH2:14][CH2:15]CCC.CC=CCCCCC>>[C:1]([O:20][CH3:21])(=[O:19])[CH2:2][CH2:3][CH2:4][CH2:5][CH2:6][CH2:7][CH2:8][CH:9]=[CH:10][CH3:11].[C:1]([O:20][CH3:21])(=[O:19])[CH2:2][CH2:3][CH2:4][CH2:5][CH2:6][CH2:7][CH2:8][CH:9]=[CH:10][CH2:11][CH2:12][CH2:13][CH2:14][CH3:15]. Procedure: Reaction was carried out in the same manner as in Example 1, except that a mixture of 1 ml of methyl oleate and 1 ml of 2-octene was used in place of 1 ml of the methyl oleate, the reaction temperature was 70°C., and the reaction time was 17 hours. There were obtained methyl 9-undecenoate in a yield of about 5% and methyl 9-pentadecenoate in a yield of about 7% (estimated from the chromatogram). Besides, metathesis products were obtained independently from methyl oleate and 2-octene. Reactants: [Cl-].[NH4+] (ammonium chloride), C(C1=CC=CC=C1)(=O)O[C@H]1[C@H]([C@@H]2[C@@H](OC(C2)=O)C1)CO ((3aR,4R,5R,6aS)-5-Benzoyloxy-4-(hydroxymethyl)hexahydro-2H-cyclopenta[b]furan-2-one), N1C=NC=C1 (imidazole), C(C)(C)(C)[Si](Cl)(C1=CC=CC=C1)C1=CC=CC=C1 (t-butyldiphenylchlorosilane). Reagents/catalysts: CN(C1=CC=NC=C1)C (4-(dimethylamino)pyridine). Run in C(Cl)Cl (methylene chloride). Conditions: time 8 hour. Product: C(C1=CC=CC=C1)(=O)O[C@H]1[C@H]([C@@H]2[C@@H](OC(C2)=O)C1)CO[Si](C1=CC=CC=C1)(C1=CC=CC=C1)C(C)(C)C ((3aR,4R,5R,6aS)-5-Benzoyloxy-4-[(t-butyldiphenylsiloxy)methyl]hexahydro-2H-cyclopenta[b]furan-2-one). Yield: 83.4%. As a reaction SMILES: [C:1]([O:9][C@@H:10]1[CH2:18][C@@H:13]2[O:14][C:15](=[O:17])[CH2:16][C@@H:12]2[C@@H:11]1[CH2:19][OH:20])(=[O:8])[C:2]1[CH:7]=[CH:6][CH:5]=[CH:4][CH:3]=1.N1C=CN=C1.[C:26]([Si:30]([C:38]1[CH:43]=[CH:42][CH:41]=[CH:40][CH:39]=1)([C:32]1[CH:37]=[CH:36][CH:35]=[CH:34][CH:33]=1)Cl)([CH3:29])([CH3:28])[CH3:27].[Cl-].[NH4+]>CN(C)C1C=CN=CC=1.C(Cl)Cl>[C:1]([O:9][C@@H:10]1[CH2:18][C@@H:13]2[O:14][C:15](=[O:17])[CH2:16][C@@H:12]2[C@@H:11]1[CH2:19][O:20][Si:30]([C:26]([CH3:29])([CH3:28])[CH3:27])([C:38]1[CH:39]=[CH:40][CH:41]=[CH:42][CH:43]=1)[C:32]1[CH:37]=[CH:36][CH:35]=[CH:34][CH:33]=1)(=[O:8])[C:2]1[CH:3]=[CH:4][CH:5]=[CH:6][CH:7]=1 |f:3.4|. Procedure: To a solution of 2 (2.40 g, 8.8 mmol), 4-(dimethylamino)pyridine (100 mg, 0.82 mmol), and imidazole (1.00 g, 14.7 mmol) in methylene chloride (35 mL) was added dropwise t-butyldiphenylchlorosilane (2.85 g, 10.4 mmol). After stirring overnight, the mixture was added to saturated ammonium chloride (40 mL), extracted with ethyl acetate (3×40 mL), dried (magnesium sulfate), filtered, concentrated, and chromatographed on a 14 cm tall×53 mm diameter silica gel eluting with 30% ethyl acetate in hexane ... Starting materials: C(O)([O-])=O.[Na+] (sodium hydrogen carbonate), CN(C(OC(C)(C)C)=O)C1CCNCC1 (tert-Butyl methyl(piperidin-4-yl)carbamate), N1(CCCC1)C=1C=C(C=O)C=CN1 (2-(pyrrolidin-1-yl)-isonicotinaldehyde), C(C)(=O)O (acetic acid), C(C)(=O)O[BH-](OC(C)=O)OC(C)=O.[Na+] (sodium triacetoxyborohydride). The solvent is ClCCl (dichloromethane). Run at time 48 hour. Product: CN(C(OC(C)(C)C)=O)C1CCN(CC1)CC1=CC(=NC=C1)N1CCCC1 (tert-Butyl methyl(1-((2-(pyrrolidin-1-yl)pyridin-4-yl)methyl)piperidin-4-yl)carbamate). The yield is 64.0%. RXN SMILES: [CH3:1][N:2]([CH:10]1[CH2:15][CH2:14][NH:13][CH2:12][CH2:11]1)[C:3](=[O:9])[O:4][C:5]([CH3:8])([CH3:7])[CH3:6].[N:16]1([C:21]2[CH:22]=[C:23]([CH:26]=[CH:27][N:28]=2)[CH:24]=O)[CH2:20][CH2:19][CH2:18][CH2:17]1.C(O)(=O)C.C(O[BH-](OC(=O)C)OC(=O)C)(=O)C.[Na+].C(=O)([O-])O.[Na+]>ClCCl>[CH3:1][N:2]([CH:10]1[CH2:11][CH2:12][N:13]([CH2:24][C:23]2[CH:26]=[CH:27][N:28]=[C:21]([N:16]3[CH2:20][CH2:19][CH2:18][CH2:17]3)[CH:22]=2)[CH2:14][CH2:15]1)[C:3](=[O:9])[O:4][C:5]([CH3:8])([CH3:6])[CH3:7] |f:3.4,5.6|. Procedure: tert-Butyl methyl(piperidin-4-yl)carbamate (2.333 mmol, 1 eq) and 2-(pyrrolidin-1-yl)-isonicotinaldehyde (2.66 mmol, 1.14 eq) were dissolved in dichloromethane (15 ml), and acetic acid (5.459 mmol, 2.34 eq) and sodium triacetoxyborohydride (3.266 mmol, 1.4 eq) were added. The reaction mixture was stirred for 48 h at RT. When the reaction was complete (TLC monitoring), sat. sodium hydrogen carbonate solution was added to the reaction mixture and the phases were separated. The aqueous phase was ex...